Dataset: the Open Reaction Database (ORD), a public repository of structured organic reaction records. Task: describe an organic reaction: reactants, conditions, products, and yield Reactants: N(=O)[O-].[Na+] (sodium nitrite), CC1=C(C=C(C(=O)OCC)C=C1)[N+](=O)[O-] (Ethyl 4-methyl-3-nitrobenzoate), resultant mixture. The solvent is O (water), C(C)(=O)O (acetic acid). Product: N1N=CC2=CC=C(C=C12)C(=O)OCC (ethyl indazol-6-yl carboxylate). Yield: 102.0%. Reaction SMILES: [CH3:1][C:2]1[CH:12]=[CH:11][C:5]([C:6]([O:8][CH2:9][CH3:10])=[O:7])=[CH:4][C:3]=1[N+:13]([O-])=O.[N:16]([O-])=O.[Na+]>C(O)(=O)C.O>[NH:13]1[C:3]2[C:2](=[CH:12][CH:11]=[C:5]([C:6]([O:8][CH2:9][CH3:10])=[O:7])[CH:4]=2)[CH:1]=[N:16]1 |f:1.2|. Procedure: Ethyl 4-methyl-3-nitrobenzoate (105 g) was dissolved in glacial acetic acid (4 1), followed by stirring. To the solution, a solution of sodium nitrite (32 g) in water (80 ml) was added at once at a temperature of 10° C. to 15° C., and the resultant mixture was stirred at room temperature for 3 days. After completion of the reaction, the reaction mixture was evaporated under reduced pressure to remove acetic acid. Water was added to the residue, and the precipitated crystals were collected by fil... Reactants: ClC=1C=C(C(=O)O)C=CC1F (3-chloro-4-fluorobenzoic acid), ClC(C(Cl)(Cl)Cl)(Cl)Cl (Hexachloroethane), [Li]C(C)CC (sBuLi), CN(C)CCN(C)C (TMEDA). Run in O (Water), O1CCCC1 (tetrahydrofuran), O1CCCC1 (tetrahydrofuran), O1CCCC1 (tetrahydrofuran). Run at time 30 minute. The product is ClC1=C(C(=O)O)C=CC(=C1Cl)F (2,3-Dichloro-4-fluorobenzoic acid). RXN SMILES: [Li]C(CC)C.CN(CCN(C)C)C.[Cl:14][C:15]1[CH:16]=[C:17]([CH:21]=[CH:22][C:23]=1[F:24])[C:18]([OH:20])=[O:19].[Cl:25]C(Cl)(Cl)C(Cl)(Cl)Cl>O1CCCC1.O>[Cl:25][C:16]1[C:15]([Cl:14])=[C:23]([F:24])[CH:22]=[CH:21][C:17]=1[C:18]([OH:20])=[O:19]. Reported procedure: sBuLi (97 mL, 126 mmol) was dissolved in tetrahydrofuran (THF) (200 mL) at −78° C. and TMEDA (19.02 mL, 126 mmol) was added. 3-chloro-4-fluorobenzoic acid (10 g, 57.3 mmol, commercially available from e.g. Sigma-Aldrich, Fluorochem or Apollo) dissolved in tetrahydrofuran (THF) (50 mL) was added dropwise at −78° C. and the solution stirred at this temperature for 30 minutes. Hexachloroethane (54.2 g, 229 mmol) dissolved in tetrahydrofuran (THF) (200 mL) was added dropwise and the solution stirred... Conditions: time 8 hour. Reactants: O (water), C1(=CC=CC=C1)[C@H]1CC[C@H](N1)COC1=CC=C(C(=O)OC)C=C1 (methyl 4-[5-(R)-phenyl-2-(S)-pirrolidinylmethoxy]benzoate), CC1=C(C=CC=C1)NC(NC1=C(C=C(C=C1)CC(=O)O)OC)=O (4-[N′-(2-methylphenyl)ureido]-3-methoxyphenylacetic acid), N,N-dimethylaminopyridine, CCN=C=NCCCN(C)C.Cl (EDC.HCl). RXN SMILES: [C:1]1([C@@H:7]2[NH:11][C@H:10]([CH2:12][O:13][C:14]3[CH:23]=[CH:22][C:17]([C:18]([O:20][CH3:21])=[O:19])=[CH:16][CH:15]=3)[CH2:9][CH2:8]2)[CH:6]=[CH:5][CH:4]=[CH:3][CH:2]=1.[CH3:24][C:25]1[CH:30]=[CH:29][CH:28]=[CH:27][C:26]=1[NH:31][C:32](=[O:46])[NH:33][C:34]1[CH:39]=[CH:38][C:37]([CH2:40][C:41](O)=[O:42])=[CH:36][C:35]=1[O:44][CH3:45].CCN=C=NCCCN(C)C.Cl.O>CN(C=O)C>[CH3:24][C:25]1[CH:30]=[CH:29][CH:28]=[CH:27][C:26]=1[NH:31][C:32](=[O:46])[NH:33][C:34]1[CH:39]=[CH:38][C:37]([CH2:40][C:41]([N:11]2[C@@H:7]([C:1]3[CH:2]=[CH:3][CH:4]=[CH:5][CH:6]=3)[CH2:8][CH2:9][C@H:10]2[CH2:12][O:13][C:14]2[CH:15]=[CH:16][C:17]([C:18]([O:20][CH3:21])=[O:19])=[CH:22][CH:23]=2)=[O:42])=[CH:36][C:35]=1[O:44][CH3:45] |f:2.3|. The solvent is CN(C)C=O (DMF). Isolated yield 103.7%. The product is CC1=C(C=CC=C1)NC(NC1=C(C=C(C=C1)CC(=O)N1[C@@H](CC[C@@H]1C1=CC=CC=C1)COC1=CC=C(C(=O)OC)C=C1)OC)=O (methyl 4-[1-[4-[N′-(2-methylphenyl)ureido]-3-methoxyphenylacetyl]-5-(R)-phenyl-2-(S)-pyrrolidinylmethoxy]benzoate). Procedure details: To a stirred solution of methyl 4-[5-(R)-phenyl-2-(S)-pirrolidinylmethoxy]benzoate (135 mg, 0.43 mmol), 4-[N′-(2-methylphenyl)ureido]-3-methoxyphenylacetic acid (136 mg, 0.43 mmol) and N,N-dimethylaminopyridine (52.9 mg, 0.43 mmol) in DMF (10 ml) was added EDC.HCl (90.8 mg, 0.48 mmol) at rt, and the resulting mixture was stirred overnight. The reaction mixture was poured into water and extracted with EtOAc. The organic layer was washed with brine, drying over anhydrous Na2SO4, then concentrated ... Reactants: [OH-].[K+] (KOH), C(C(C)(C)C)=O (pivalaldehyde), C(C(C)(C)C)=O (pivalaldehyde), [N+](=O)([O-])C1=C(C=CC=C1)C (2-nitrotoluene), C(C(C)(C)C)=O (pivalaldehyde), Cl (hydrochloric acid). Run in CN(C)C=O (DMF). Conditions: time 1 hour. Yields the product CC(C(CC1=C(C=CC=C1)[N+](=O)[O-])O)(C)C (3,3-Dimethyl-1-(2-nitrophenyl)butan-2-ol). Yield: 54.0%. Reaction SMILES: [N+:1]([C:4]1[CH:9]=[CH:8][CH:7]=[CH:6][C:5]=1[CH3:10])([O-:3])=[O:2].[OH-].[K+].[CH:13](=[O:18])[C:14]([CH3:17])([CH3:16])[CH3:15].Cl>CN(C=O)C>[CH3:15][C:14]([CH3:17])([CH3:16])[CH:13]([OH:18])[CH2:10][C:5]1[CH:6]=[CH:7][CH:8]=[CH:9][C:4]=1[N+:1]([O-:3])=[O:2] |f:1.2|. Procedure: To 153.9 g (1.12 mol) of 2-nitrotoluene in 900 ml of DMF are added, within one hour, 4.5 g (80.2 mmol) of KOH and simultaneously 193.3 g (2.24 mol) of pivalaldehyde. Subsequently, first a further 0.5 equivalent of pivalaldehyde is added and the mixture is stirred at RT for one hour, then another 0.5 equivalent of pivalaldehyde is added and the mixture is stirred at room temperature for a further 2 hours. The mixture is acidified with 40 ml of 10 percent aqueous hydrochloric acid until the color ... RXN SMILES: [CH3:1][C:2]1[CH:6]=[C:5]([CH2:7][CH2:8][CH2:9][CH2:10][CH2:11][CH2:12][CH2:13][O:14][C:15]2[CH:16]=[C:17]([C:20]([O:22]C)=[O:21])[S:18][CH:19]=2)[O:4][N:3]=1.[OH-].[K+]>C(O)C.O>[CH3:1][C:2]1[CH:6]=[C:5]([CH2:7][CH2:8][CH2:9][CH2:10][CH2:11][CH2:12][CH2:13][O:14][C:15]2[CH:16]=[C:17]([C:20]([OH:22])=[O:21])[S:18][CH:19]=2)[O:4][N:3]=1 |f:1.2|. Product: CC1=NOC(=C1)CCCCCCCOC=1C=C(SC1)C(=O)O (4-(7-(3-Methyl-5-isoxazolyl)-heptyloxy)-2-thiophenecarboxylic acid). Starting materials: CC1=NOC(=C1)CCCCCCCOC=1C=C(SC1)C(=O)OC (methyl 4-(7-(3-methyl-5-isoxazolyl)-heptyloxy)-2-thiophenecarboxylate), [OH-].[K+] (KOH). Reported procedure: 11.34 g (33.61 mmol) of methyl 4-(7-(3-methyl-5-isoxazolyl)-heptyloxy)-2-thiophenecarboxylate are heated under reflux in 95 ml of ethanol and 45 ml of water, and 2.18 g (38.9 mmol) of KOH, dissolved in 70 ml of water and 46 ml of ethanol, are added dropwise to this solution. After the mixture has been heated under reflux for 3 hours, it is cooled and concentrated, the residue is partitioned between water and ether and the aqueous phase, after acidification to pH 1 with 2N HCl, is extracted sever... Solvent: O (water), O (water), C(C)O (ethanol), C(C)O (ethanol). Starting materials: FC(C(=O)NC1=C(C=CC(=C1)OC)I)(F)F (2,2,2-trifluoro-N-(2-iodo-5-methoxyphenyl)acetamide), C[Si](C#CC1=CSC(=C1)C)(C)C (trimethyl(5-methylthiophen-3-ylethynyl)silane), C([O-])([O-])=O.[K+].[K+] (potassium carbonate), [F-].C(CCC)[N+](CCCC)(CCCC)CCCC (tetrabutylammonium fluoride). Reagents/catalysts: [Pd](Cl)Cl.C1(=CC=CC=C1)P(C1=CC=CC=C1)C1=CC=CC=C1.C1(=CC=CC=C1)P(C1=CC=CC=C1)C1=CC=CC=C1 (bis(triphenylphosphine) palladium(II) dichloride), [Cu]I (copper(I) iodide). Solvent: C(C)#N (acetonitrile), C(C)N(CC)CC (triethylamine), O1CCCC1 (tetrahydrofuran), [Cl-].[Na+].O (brine). Run at temperature 50 celsius, time 1 hour. Product: COC1=CC=C2C=C(NC2=C1)C1=CSC(=C1)C (6-Methoxy-2-(5-methylthiophen-3-yl)-1H-indole). The yield is 63.7%. Reaction SMILES: F[C:2](F)(F)[C:3]([NH:5][C:6]1[CH:11]=[C:10]([O:12][CH3:13])[CH:9]=[CH:8][C:7]=1I)=O.C[Si](C)(C)C#C[C:21]1[CH:25]=[C:24]([CH3:26])[S:23][CH:22]=1.[F-].C([N+](CCCC)(CCCC)CCCC)CCC.C(=O)([O-])[O-].[K+].[K+]>O1CCCC1.[Cl-].[Na+].O.[Pd](Cl)Cl.C1(P(C2C=CC=CC=2)C2C=CC=CC=2)C=CC=CC=1.C1(P(C2C=CC=CC=2)C2C=CC=CC=2)C=CC=CC=1.[Cu]I.C(#N)C.C(N(CC)CC)C>[CH3:13][O:12][C:10]1[CH:11]=[C:6]2[C:7]([CH:2]=[C:3]([C:21]3[CH:25]=[C:24]([CH3:26])[S:23][CH:22]=3)[NH:5]2)=[CH:8][CH:9]=1 |f:2.3,4.5.6,8.9.10,11.12.13|. Procedure: To a mixture of 2,2,2-trifluoro-N-(2-iodo-5-methoxyphenyl)acetamide (1.00 g), trimethyl(5-methylthiophen-3-ylethynyl)silane (845 mg), bis(triphenylphosphine) palladium(II) dichloride (61 mg), copper(I) iodide (33 mg), triethylamine (0.81 mL), and acetonitrile (15 mL) was added tetrabutylammonium fluoride in tetrahydrofuran solution (1 mol/L, 4.4 mL) at 50° C. This mixture was stirred at 50° C. for 1 hour. Then, potassium carbonate (801 mg) was added thereto, followed by stirring at 50° C. overni... Reactants: C1CCOC1, CC(=O)OC1CC(n2cc(I)c(=O)[nH]c2=O)OC1CO[Si](C)(C)C(C)(C)C, O. RXN SMILES: [CH2:29]1[O:30][CH2:31][CH2:32][CH2:33]1.[I:1][c:2]1[c:3](=[O:27])[nH:4][c:5](=[O:26])[n:6]([CH:7]2[CH2:8][CH:9]([O:10][C:11]([CH3:12])=[O:13])[CH:14]([CH2:15][O:16][Si:17]([C:18]([CH3:19])([CH3:20])[CH3:21])([CH3:22])[CH3:23])[O:24]2)[cH:25]1.[OH2:28]>>[I:1][c:2]1[c:3](=[O:27])[nH:4][c:5](=[O:26])[n:6]([CH:7]2[CH2:8][CH:9]([O:10][C:11]([CH3:12])=[O:13])[CH:14]([CH2:15][OH:16])[O:24]2)[cH:25]1. The product is CC(=O)OC1CC(n2cc(I)c(=O)[nH]c2=O)OC1CO. The reactants are O=C1Nc2cc(Br)ccc2N2CCc3cccc1c32, CC1CCNCC1, Cc1ccccc1, [Cl-], [Cl-], [Cl-], [Cl-], [Ti+4]. Product: CC1CCN(C2=Nc3cc(Br)ccc3N3CCc4cccc2c43)CC1. As a reaction SMILES: [Br:1][c:2]1[cH:3][c:4]2[c:5]([cH:18][cH:19]1)[N:6]1[c:7]3[c:8]([cH:12][cH:13][cH:14][c:15]3[CH2:16][CH2:17]1)[C:9](=[O:11])[NH:10]2.[CH3:20][CH:21]1[CH2:22][CH2:23][NH:24][CH2:25][CH2:26]1.[CH3:32][c:33]1[cH:34][cH:35][cH:36][cH:37][cH:38]1.[Cl-:27].[Cl-:28].[Cl-:29].[Cl-:30].[Ti+4:31]>>[Br:1][c:2]1[cH:3][c:4]2[c:5]([cH:18][cH:19]1)[N:6]1[c:7]3[c:8]([cH:12][cH:13][cH:14][c:15]3[CH2:16][CH2:17]1)[C:9]([N:24]1[CH2:23][CH2:22][CH:21]([CH3:20])[CH2:26][CH2:25]1)=[N:10]2. Reactants: C(C)OC(C1=CC=NC=C1)=O (Isonicotinic acid ethyl ester), CI (Methyl iodide). Solvent: C(C)O (ethanol). Run at temperature 60 celsius, time 8 hour. The product is [I-].C(C)OC(=O)C1=CC=[N+](C=C1)C (4-Ethoxycarbonyl-1-methyl-pyridinium iodide). As a reaction SMILES: [CH2:1]([O:3][C:4](=[O:11])[C:5]1[CH:10]=[CH:9][N:8]=[CH:7][CH:6]=1)[CH3:2].[CH3:12][I:13]>C(O)C>[I-:13].[CH2:1]([O:3][C:4]([C:5]1[CH:6]=[CH:7][N+:8]([CH3:12])=[CH:9][CH:10]=1)=[O:11])[CH3:2] |f:3.4|. Reported procedure: Isonicotinic acid ethyl ester (5 g, 33 mmol), was dissolved in ethanol (40 mL). Methyl iodide (4.13 mL, 66.1 mmol) was added and the clear solution was stirred overnight at 60° C. The resulting mixture was evaporated to yield a red/orange solid, which was determined by 1H NMR and thin-layer chromatography (TLC) to be the title product in quantitative yield. The crude mixture was used directly in the following reaction. The reactants are [OH-].[Na+] (NaOH), O1C(OCCC1)C=1C=C(C=CC1)SC=1C=C2C=C(C(=NC2=CC1)N)CC1CCOCC1 (6-(3-[1,3]Dioxan-2-yl-phenylsulfanyl)-3-(tetrahydro-pyran-4-ylmethyl)-quinolin-2-ylamine), 300W, CC1=C(CN)C(=CC(=C1)C)C (2,4,6-trimethylbenzyl amine). Solvent: C(C)(=O)O (acetic acid). Reaction conditions: time 1.5 hour. The product is O1CCC(CC1)CC=1C(=NC2=CC=C(C=C2C1)SC1=CC(=CC=C1)CNCC1=C(C=C(C=C1C)C)C)N (3-(Tetrahydro-pyran-4-ylmethyl)-6-{3-[(2,4,6-trimethyl-benzylamino)-methyl]-phenylsulfanyl}-quinolin-2-ylamine). Reaction SMILES: O1CCCO[CH:2]1[C:7]1[CH:8]=[C:9]([S:13][C:14]2[CH:15]=[C:16]3[C:21](=[CH:22][CH:23]=2)[N:20]=[C:19]([NH2:24])[C:18]([CH2:25][CH:26]2[CH2:31][CH2:30][O:29][CH2:28][CH2:27]2)=[CH:17]3)[CH:10]=[CH:11][CH:12]=1.[CH3:32][C:33]1[CH:40]=[C:39]([CH3:41])[CH:38]=[C:37]([CH3:42])[C:34]=1[CH2:35][NH2:36].[OH-].[Na+]>C(O)(=O)C>[O:29]1[CH2:30][CH2:31][CH:26]([CH2:25][C:18]2[C:19]([NH2:24])=[N:20][C:21]3[C:16]([CH:17]=2)=[CH:15][C:14]([S:13][C:9]2[CH:10]=[CH:11][CH:12]=[C:7]([CH2:2][NH:36][CH2:35][C:34]4[C:37]([CH3:42])=[CH:38][C:39]([CH3:41])=[CH:40][C:33]=4[CH3:32])[CH:8]=2)=[CH:23][CH:22]=3)[CH2:27][CH2:28]1 |f:2.3|. Procedure details: 6-(3-[1,3]Dioxan-2-yl-phenylsulfanyl)-3-(tetrahydro-pyran-4-ylmethyl)-quinolin-2-ylamine (40 mg, 0.1 mmol) was dissolved in acetic acid (1 mL) and then 2,4,6-trimethylbenzyl amine (0.1 g, 0.67 mmol) was added. The resulting mixture was subjected to μwave @ 300W, 100° C. for 12 min. The resulting mixture was evaporated under reduced pressure (high vacuum) overnight. Methanol (2 mL) was added, followed by addition of NaBH4 (0.2 g, 5.2 mmol, portionwise) over 1.5 h. The solvent was removed to yield...